This data is from the Open Reaction Database (ORD), a public repository of structured organic reaction records. The task is: describe an organic reaction: reactants, conditions, products, and yield Reactants: C(C)OC(CCC=1C=C(C(=O)O)C=CC1O)=O (3-(3-ethoxy-3-oxopropyl)-4-hydroxybenzoic acid), Cl (hydrochloric acid), C([O-])([O-])=O.[K+].[K+] (potassium carbonate), C(C)(=O)OC(C)=O (acetic anhydride). Run in O (water), C(C)(=O)OCC (ethyl acetate), CN(C=O)C (N,N-dimethylformamide). Conditions: time 2 hour. The product is C(C)(=O)OC1=C(C=C(C(=O)O)C=C1)CCC(=O)OCC (4-(acetyloxy)-3-(3-ethoxy-3-oxopropyl)benzoic acid). As a reaction SMILES: [CH2:1]([O:3][C:4](=[O:17])[CH2:5][CH2:6][C:7]1[CH:8]=[C:9]([CH:13]=[CH:14][C:15]=1[OH:16])[C:10]([OH:12])=[O:11])[CH3:2].C(=O)([O-])[O-].[K+].[K+].[C:24](OC(=O)C)(=[O:26])[CH3:25].Cl>CN(C)C=O.O.C(OCC)(=O)C>[C:24]([O:16][C:15]1[CH:14]=[CH:13][C:9]([C:10]([OH:12])=[O:11])=[CH:8][C:7]=1[CH2:6][CH2:5][C:4]([O:3][CH2:1][CH3:2])=[O:17])(=[O:26])[CH3:25] |f:1.2.3|. Procedure: In 75 ml of N,N-dimethylformamide are suspended 7.5 g of 3-(3-ethoxy-3-oxopropyl)-4-hydroxybenzoic acid, 17.5 g of potassium carbonate and 7.4 ml of acetic anhydride. The mixture thus obtained is stirred at ambient temperature for 2 hours. The reaction mixture is added to a mixture of ethyl acetate and water, pH is adjusted to 2 with 6 mol/L hydrochloric acid, and the organic layer is separated. The organic layer is washed with water and saturated aqueous solution of sodium chloride successively...